This data is from the Open Reaction Database (ORD), a public repository of structured organic reaction records. The task is: describe an organic reaction: reactants, conditions, products, and yield Reactants: CC(C)(C)OC(=O)CCC(NC(=O)CCC(NC(=O)OCc1ccccc1)(C(=O)O)C(C)(C)C)c1nnn[nH]1, CCO. Product: CC(C)(C)OC(=O)CCC(NC(=O)CCC(N)(C(=O)O)C(C)(C)C)c1nnn[nH]1. Reaction SMILES: [CH2:1]([O:2][C:3](=[O:4])[NH:11][C:12]([CH2:13][CH2:14][C:15](=[O:16])[NH:17][CH:18]([CH2:19][CH2:20][C:21](=[O:22])[O:23][C:24]([CH3:25])([CH3:26])[CH3:27])[c:28]1[n:29][n:30][n:31][nH:32]1)([C:33](=[O:34])[OH:35])[C:36]([CH3:37])([CH3:38])[CH3:39])[c:5]1[cH:6][cH:7][cH:8][cH:9][cH:10]1.[CH3:40][CH2:41][OH:42]>>[NH2:11][C:12]([CH2:13][CH2:14][C:15](=[O:16])[NH:17][CH:18]([CH2:19][CH2:20][C:21](=[O:22])[O:23][C:24]([CH3:25])([CH3:26])[CH3:27])[c:28]1[n:29][n:30][n:31][nH:32]1)([C:33](=[O:34])[OH:35])[C:36]([CH3:37])([CH3:38])[CH3:39]. The reactants are O=C([O-])[O-], CC(C)N=C=NC(C)C, CC#N, [Cl-], [Cl-], [Cs+], [Cs+], COc1cc2cnc(N=C=S)cc2cc1OC, [NH3+]CC1(O)C[NH+]2CCC1CC2, CN(C)C=O. The product is COc1cc2cnc(NC3=NCC4(CN5CCC4CC5)O3)cc2cc1OC. Reaction SMILES: [C:14](=[O:15])([O-:16])[O-:17].[C:37](=[N:38][CH:39]([CH3:40])[CH3:41])=[N:42][CH:43]([CH3:44])[CH3:45].[CH3:51][C:52]#[N:53].[Cl-:13].[Cl-:1].[Cs+:18].[Cs+:19].[N:20](=[C:21]=[S:22])[c:23]1[n:24][cH:25][c:26]2[cH:27][c:28]([O:35][CH3:36])[c:29]([O:33][CH3:34])[cH:30][c:31]2[cH:32]1.[NH3+:2][CH2:3][C:4]1([OH:12])[CH2:5][NH+:6]2[CH2:7][CH2:8][CH:9]1[CH2:10][CH2:11]2.[O:46]=[CH:47][N:48]([CH3:49])[CH3:50]>>[N:2]1=[C:21]([NH:20][c:23]2[n:24][cH:25][c:26]3[cH:27][c:28]([O:35][CH3:36])[c:29]([O:33][CH3:34])[cH:30][c:31]3[cH:32]2)[O:12][C:4]2([CH2:3]1)[CH2:5][N:6]1[CH2:7][CH2:8][CH:9]2[CH2:10][CH2:11]1. Reactants: CCOC(C)=O, [H][H], COc1cc(OC)c(C(C)=O)c(O)c1CC=C(C)C. As a reaction SMILES: [CH3:22][CH2:23][O:24][C:25](=[O:26])[CH3:27].[H:20][H:21].[OH:1][c:2]1[c:3]([C:17]([CH3:18])=[O:19])[c:4]([O:15][CH3:16])[cH:5][c:6]([O:13][CH3:14])[c:7]1[CH2:8][CH:9]=[C:10]([CH3:11])[CH3:12]>>[OH:1][c:2]1[c:3]([C:17]([CH3:18])=[O:19])[c:4]([O:15][CH3:16])[cH:5][c:6]([O:13][CH3:14])[c:7]1[CH2:8][CH2:9][CH:10]([CH3:11])[CH3:12]. The product is COc1cc(OC)c(C(C)=O)c(O)c1CCC(C)C. Reaction SMILES: [C:20](=[O:21])([OH:22])[O-:23].[F:1][c:2]1[c:3]([CH3:13])[cH:4][c:5]([S:9](=[O:10])(=[O:11])[Cl:12])[cH:6][c:7]1[CH3:8].[Na+:18].[Na+:19].[Na+:24].[OH2:25].[S:14]([O-:15])([O-:16])=[O:17]>>[F:1][c:2]1[c:3]([CH3:13])[cH:4][c:5]([S:9](=[O:10])[OH:11])[cH:6][c:7]1[CH3:8]. Reactants: O=C([O-])O, Cc1cc(S(=O)(=O)Cl)cc(C)c1F, [Na+], [Na+], [Na+], O, O=S([O-])[O-]. Yields the product Cc1cc(S(=O)O)cc(C)c1F. Reactants: C(CCC)OCCBr (β-n-butoxyethyl bromide), [Na] (sodium), OC1=CC=C(C(=O)O)C=C1 (p-hydroxybenzoic acid), CN(C=O)C (N,N-dimethylformamide). The solvent is C1(=CC=CC=C1)C (toluene), O (water), O (water). Yields the product CC(CC)OCCOC1=CC=C(C(=O)O)C=C1 (p-(β-n-butoxy)ethoxybenzoic acid). RXN SMILES: [Na].[OH:2][C:3]1[CH:11]=[CH:10][C:6]([C:7]([OH:9])=[O:8])=[CH:5][CH:4]=1.[CH3:12]N(C)C=O.[CH2:17]([O:21][CH2:22][CH2:23]Br)[CH2:18][CH2:19]C>C1(C)C=CC=CC=1.O>[CH3:12][CH:17]([O:21][CH2:22][CH2:23][O:2][C:3]1[CH:11]=[CH:10][C:6]([C:7]([OH:9])=[O:8])=[CH:5][CH:4]=1)[CH2:18][CH3:19] |^1:0|. Procedure: To a 1 l three-neck flask were added 70 g of sodium salt of p-hydroxybenzoic acid ##STR4## and 200 ml of N,N-dimethylformamide, and the contents were heated under reflux. To the heated contents, 50 g of β-n-butoxyethyl bromide was dropped over a period of 30 minutes and heating was continued under reflux for further 8 hours. After cooling with water, 300 ml of water and 200 ml of toluene were added to the contents and after shaking, the resulting organic layer was separated, washed with 4 N hydr... Reactants: C(C)NC1=CC=2C(=CCC(C2C=C1)(C)C)C(C)C (ethyl-(8-isopropyl-5,5-dimethyl-5,6-dihydro-naphthalen-2-yl)-amine), C(C)NC1=CC=2C(=CCC(C2C=C1)(C)C)C(C)C (ethyl-(8-isopropyl-5,5-dimethyl-5,6-dihydro-naphthalen-2-yl)-amine), FC1=NC=C(C(=O)O)C=C1 (6-fluoro-nicotinic acid), CCOCC (ether). Run in C1(=CC=CC=C1)C (toluene). Conditions: temperature 125 celsius. The product is C(C)(=O)[O-].CCCCCC (acetate hexane), C(C)NC1=CC=2C(=CCC(C2C=C1)(C)C)C(C)C (Ethyl-(8-isopropyl-5,5-dimethyl-5,6-dihydro-naphthalen-2-yl)-amine). Yield: 61.0%. As a reaction SMILES: [CH2:1]([NH:3][C:4]1[CH:13]=[CH:12][C:11]2[C:10]([CH3:15])([CH3:14])[CH2:9][CH:8]=[C:7]([CH:16]([CH3:18])[CH3:17])[C:6]=2[CH:5]=1)[CH3:2].FC1C=C[C:23]([C:24]([OH:26])=[O:25])=CN=1.CCOCC>C1(C)C=CC=CC=1>[C:24]([O-:26])(=[O:25])[CH3:23].[CH3:12][CH2:13][CH2:4][CH2:5][CH2:6][CH3:11].[CH2:1]([NH:3][C:4]1[CH:13]=[CH:12][C:11]2[C:10]([CH3:15])([CH3:14])[CH2:9][CH:8]=[C:7]([CH:16]([CH3:17])[CH3:18])[C:6]=2[CH:5]=1)[CH3:2] |f:4.5|. Reported procedure: To a mixture of 85 mg (0.35 mmol) of ethyl-(8-isopropyl-5,5-dimethyl-5,6-dihydro-naphthalen-2-yl)-amine (Compound 168) and 0.10 g (0.71 mmol) of 6-fluoro-nicotinic acid was added a small amount of ether and toluene to help stirring. The resulting mixture was heated at 100-150° C. for 1 h. The mixture was cooled. Purification was done using flash chromatography (silica, 50% ethyl acetate in hexanes) followed by recrystallization using ethyl. acetate:hexane (1:1) to give the title compound as whit...